Dataset: the Open Reaction Database (ORD), a public repository of structured organic reaction records. Task: describe an organic reaction: reactants, conditions, products, and yield The reactants are NC1CN(C2N(C1=O)C(C(N(C2)C(C)C)=O)CC2=CC=C(C=C2)Cl)S(=O)(=O)C2=C(C=CC(=C2)Cl)OC (3-Amino-6-(4-chlorobenzyl)-1-(5-chloro-2-methoxybenzenesulfonyl)-8-isopropylhexahydropyrazino[1,2-a]pyrimidine-4,7-dione), CC(=O)C (acetone), C(#N)[BH3-].[Na+] (sodium cyanoborohydride). The solvent is CO (methanol), C(C)(=O)O (acetic acid), C1CCOC1 (THF). Reaction conditions: time 3 hour. Product: ClC1=CC=C(CC2C(N(CC3N2C(C(CN3S(=O)(=O)C3=C(C=CC(=C3)Cl)OC)NC(C)C)=O)C(C)C)=O)C=C1 (6-(4-Chlorobenzyl)-1-(5-chloro-2-methoxybenzenesulfonyl)-8-isopropyl-3-isopropylaminohexahydropyrazino[1,2-a]pyrimidine-4,7-dione). RXN SMILES: [NH2:1][CH:2]1[C:7](=[O:8])[N:6]2[CH:9]([CH2:17][C:18]3[CH:23]=[CH:22][C:21]([Cl:24])=[CH:20][CH:19]=3)[C:10](=[O:16])[N:11]([CH:13]([CH3:15])[CH3:14])[CH2:12][CH:5]2[N:4]([S:25]([C:28]2[CH:33]=[C:32]([Cl:34])[CH:31]=[CH:30][C:29]=2[O:35][CH3:36])(=[O:27])=[O:26])[CH2:3]1.[CH3:37][C:38]([CH3:40])=O.C([BH3-])#N.[Na+]>CO.C(O)(=O)C.C1COCC1>[Cl:24][C:21]1[CH:22]=[CH:23][C:18]([CH2:17][CH:9]2[N:6]3[C:7](=[O:8])[CH:2]([NH:1][CH:38]([CH3:40])[CH3:37])[CH2:3][N:4]([S:25]([C:28]4[CH:33]=[C:32]([Cl:34])[CH:31]=[CH:30][C:29]=4[O:35][CH3:36])(=[O:27])=[O:26])[CH:5]3[CH2:12][N:11]([CH:13]([CH3:14])[CH3:15])[C:10]2=[O:16])=[CH:19][CH:20]=1 |f:2.3|. Procedure details: 50 mg of 6-(4-chlorobenzyl)-1-(2-methoxy-5-chlorobenzenesulfonyl)-3-amino-8-isopropylhexahydropyrazino[1,2-a]pyrimidine-4,7-dione (Example 1) were dissolved in ml of methanol, and 200 μl of acetic acid were added. 400 μl of acetone and 1 ml of 1M sodium cyanoborohydride solution in THF were added to this solution. After 3 hours, the reaction mixture was evaporated, suspended in 5% Et3N in ethyl acetate and filtered through a small silica gel column. The eluent was evaporated, and the crude subst... The reactants are CC1=CC=C(C=C1)[C@@H]1[C@@H](C(=O)NC)O1 ((2S,3R)-3-(4-Methylphenyl)-2,3-epoxy-N-methylpropionamide), NC1=C(C=C(C=C1)C)S (2-amino-5-methylthiophenol). Product: NC1=C(C=C(C=C1)C)S[C@@H]([C@@H](C(=O)NC)O)C1=CC=C(C=C1)C ((2R,3R)-3-(2-amino-5-methylphenylthio)-2-hydroxy-3-(4-methylphenyl)-N-methylpropionamide). RXN SMILES: [CH3:1][C:2]1[CH:7]=[CH:6][C:5]([C@H:8]2[O:14][C@@H:9]2[C:10]([NH:12][CH3:13])=[O:11])=[CH:4][CH:3]=1.[NH2:15][C:16]1[CH:21]=[CH:20][C:19]([CH3:22])=[CH:18][C:17]=1[SH:23]>>[NH2:15][C:16]1[CH:21]=[CH:20][C:19]([CH3:22])=[CH:18][C:17]=1[S:23][C@H:8]([C:5]1[CH:6]=[CH:7][C:2]([CH3:1])=[CH:3][CH:4]=1)[C@H:9]([OH:14])[C:10]([NH:12][CH3:13])=[O:11]. Procedure: (2S,3R)-3-(4-Methylphenyl)-2,3-epoxy-N-methylpropionamide and 2-amino-5-methylthiophenol are treated in the same manner as in Reference Example 1-(2) to give (2R,3R)-3-(2-amino-5-methylphenylthio)-2-hydroxy-3-(4-methylphenyl)-N-methylpropionamide. Starting materials: FC(C(=O)O)(F)F.N[C@@H]1[C@H]([C@H]([C@@H](C1)N1C2=NC(=NC(=C2N=C1)NCC(C1=CC=CC=C1)C1=CC=CC=C1)Cl)O)O ((1S,2R,3S,5R)-3-amino-5-[2-chloro-6-(2,2-diphenyl-ethylamino)-purin-9-yl]-cyclopentane-1,2-diol trifluoroacetate), ClC1=NC(=C2N=CN(C2=N1)C1C(C(C(C1)N(C(=O)OC(C)(C)C)C(=O)OC(C)(C)C)O)O)NCC(C1=CC=CC=C1)C1=CC=CC=C1 (3-[2-chloro-6-(2,2-diphenyl-ethylamino)-purin-9-yl]-5-(di-Boc-amino)-cyclopentane-1,2-diol), ClC1=NC(=C2N=CN(C2=N1)[C@H]1[C@@H]([C@@H]([C@H](C1)N(C(=O)OC(C)(C)C)C(=O)OC(C)(C)C)O)O)N[C@@H](CC1=CC=CC=C1)CO ((1R,2S,3R,5S)-3-[2-chloro-6-((S)-1-hydroxymethyl-2-phenyl-ethylamino)-purin-9-yl]-5-(di-Boc-amino)-cyclopentane-1,2-diol). The product is N[C@@H]1[C@H]([C@H]([C@@H](C1)N1C2=NC(=NC(=C2N=C1)N[C@@H](CC1=CC=CC=C1)CO)Cl)O)O ((1S,2R,3S,5R)-3-Amino-5-[2-chloro-6-((S)-1-hydroxymethyl-2-phenyl-ethylamino)-purin-9-yl]-cyclopentane-1,2-diol). Reaction SMILES: FC(F)(F)C(O)=O.N[C@H]1C[C@@H](N2C=NC3C2=NC(Cl)=NC=3NCC(C2C=CC=CC=2)C2C=CC=CC=2)[C@H](O)[C@@H]1O.ClC1N=C2C(N=CN2C2CC(N(C(OC(C)(C)C)=O)C(OC(C)(C)C)=O)C(O)C2O)=C(NCC(C2C=CC=CC=2)C2C=CC=CC=2)N=1.[Cl:88][C:89]1[N:97]=[C:96]2[C:92]([N:93]=[CH:94][N:95]2[C@@H:98]2[CH2:102][C@H:101]([N:103](C(OC(C)(C)C)=O)C(OC(C)(C)C)=O)[C@@H:100]([OH:118])[C@H:99]2[OH:119])=[C:91]([NH:120][C@H:121]([CH2:129][OH:130])[CH2:122][C:123]2[CH:128]=[CH:127][CH:126]=[CH:125][CH:124]=2)[N:90]=1>>[NH2:103][C@H:101]1[CH2:102][C@@H:98]([N:95]2[CH:94]=[N:93][C:92]3[C:96]2=[N:97][C:89]([Cl:88])=[N:90][C:91]=3[NH:120][C@H:121]([CH2:129][OH:130])[CH2:122][C:123]2[CH:128]=[CH:127][CH:126]=[CH:125][CH:124]=2)[C@H:99]([OH:119])[C@@H:100]1[OH:118] |f:0.1|. Reported procedure: (1S,2R,3S,5R)-3-Amino-5-[2-chloro-6-((S)-1-hydroxymethyl-2-phenyl-ethylamino)-purin-9-yl]-cyclopentane-1,2-diol is prepared analogously to (1S,2R,3S,5R)-3-amino-5-[2-chloro-6-(2,2-diphenyl-ethylamino)-purin-9-yl]-cyclopentane-1,2-diol trifluoroacetate (Step AAI3) by replacing 1R,2S,3R,5S)-3-[2-chloro-6-(2,2-diphenyl-ethylamino)-purin-9-yl]-5-(di-Boc-amino)-cyclopentane-1,2-diol (Step AAI2) with (1R,2S,3R,5S)-3-[2-chloro-6-((S)-1-hydroxymethyl-2-phenyl-ethylamino)-purin-9-yl]-5-(di-Boc-amino)-cyc... Reactants: [Na].C(C)C1(OCC2(OCCO2)CO1)CCOC1=C(C(=NC=C1)CS(=O)C1=NC2=C(N1)C=CC=C2)C (2-(((4-(2-(8-ethyl-1,4,7,9-tetraoxaspiro[4.5]dec-8-yl)ethoxy)-3-methylpyridin-2-yl)methyl)sulfinyl)-1H-benzimidazole sodium salt), ClC1=CC(=CC=C1)C(=O)OO (3-chloroperbenzoic acid), OCCC1OC(OC1)(C)C (4-(2-hydroxyethyl)-2,2-dimethyl-1,3-dioxolan). Yields the product [Na].CC1(OCC(O1)CCOC1=C(C(=NC=C1)CS(=O)C1=NC2=C(N1)C=CC=C2)C)C (2-(((4-(2-(2,2-dimethyl-1,3-dioxolan-4-yl)ethoxy)-3-methylpyridin-2-yl)methyl)sulfinyl)-1H-benzimidazole sodium salt). The yield is 8.7%. As a reaction SMILES: [Na:1].C(C1([CH2:14][CH2:15][O:16][C:17]2[CH:22]=[CH:21][N:20]=[C:19]([CH2:23][S:24]([C:26]3[NH:30][C:29]4[CH:31]=[CH:32][CH:33]=[CH:34][C:28]=4[N:27]=3)=[O:25])[C:18]=2[CH3:35])OCC2(OCCO2)CO1)C.ClC1C=CC=C(C(OO)=O)C=1.OCC[CH:50]1[CH2:54][O:53][C:52]([CH3:56])([CH3:55])[O:51]1>>[Na:1].[CH3:55][C:52]1([CH3:56])[O:53][CH:54]([CH2:14][CH2:15][O:16][C:17]2[CH:22]=[CH:21][N:20]=[C:19]([CH2:23][S:24]([C:26]3[NH:30][C:29]4[CH:31]=[CH:32][CH:33]=[CH:34][C:28]=4[N:27]=3)=[O:25])[C:18]=2[CH3:35])[CH2:50][O:51]1 |f:0.1,4.5,^1:0,56|. Procedure: The same procedure as in the steps (4f) to (4j) of Example 4 (a reprecipitation operation was not performed in oxidation step with 3-chloroperbenzoic acid) was repeated using 4-(2-hydroxyethyl)-2,2-dimethyl-1,3-dioxolan to obtain the title compound (412 mg, total yield: 8.7%) as a light yellow solid.